Dataset: the Open Reaction Database (ORD), a public repository of structured organic reaction records. Task: describe an organic reaction: reactants, conditions, products, and yield Reactants: C(C1=CC=CC=C1)(=O)O[C@@H]1C([C@@H]2CC(C3=C4CC[C@H]([C@@H](CCCC(C)C)C)[C@]4(CC[C@@H]3[C@]2(CC1)C)C)=O)(C)C (3β-benzoyloxy-4,4-dimethyl-5α-cholest-8(14)-en-7-one), [C-]#N.C(C)[Al+]CC (diethyl aluminum cyanide), [OH-].[Na+] (sodium hydroxide). The solvent is C1(=CC=CC=C1)C (toluene). Reaction conditions: temperature 0 celsius, time 0.5 hour. Product: C(C1=CC=CC=C1)(=O)O[C@@H]1C([C@@H]2CC([C@H]3[C@@]4(CC[C@H]([C@@H](CCCC(C)C)C)[C@]4(CC[C@@H]3[C@]2(CC1)C)C)C#N)O)(C)C (3β-benzoyloxy-14α-cyano-4,4-dimethyl-5α-cholestan-7-ol). The yield is 85.2%. RXN SMILES: [C:1]([O:9][C@H:10]1[CH2:34][CH2:33][C@@:32]2([CH3:35])[C@@H:12]([CH2:13][C:14](=[O:37])[C:15]3[C@@H:31]2[CH2:30][CH2:29][C@@:28]2([CH3:36])[C:16]=3[CH2:17][CH2:18][C@@H:19]2[C@H:20]([CH3:27])[CH2:21][CH2:22][CH2:23][CH:24]([CH3:26])[CH3:25])[C:11]1([CH3:39])[CH3:38])(=[O:8])[C:2]1[CH:7]=[CH:6][CH:5]=[CH:4][CH:3]=1.[C-:40]#[N:41].C([Al+]CC)C.[OH-].[Na+]>C1(C)C=CC=CC=1>[C:1]([O:9][C@H:10]1[CH2:34][CH2:33][C@@:32]2([CH3:35])[C@@H:12]([CH2:13][CH:14]([OH:37])[C@@H:15]3[C@@H:31]2[CH2:30][CH2:29][C@@:28]2([CH3:36])[C@@:16]3([C:40]#[N:41])[CH2:17][CH2:18][C@@H:19]2[C@H:20]([CH3:27])[CH2:21][CH2:22][CH2:23][CH:24]([CH3:26])[CH3:25])[C:11]1([CH3:39])[CH3:38])(=[O:8])[C:2]1[CH:7]=[CH:6][CH:5]=[CH:4][CH:3]=1 |f:1.2,3.4|. Reported procedure: A solution of 3β-benzoyloxy-4,4-dimethyl-5α-cholest-8(14)-en-7-one (5 g, 9.4 mmole) in toluene (75 mL) at 0° C. under an argon atmosphere was treated with a solution of diethyl aluminum cyanide (1.4 M in toluene, 12.7 mL, 17 mmole). The reaction mixture was stirred at 0° C. for 0.5 hours, poured into 1N sodium hydroxide solution and extracted with methylene chloride. The organic phase was washed with water, dried and concentrated to one half the volume. An equal volume of methanol was added, the... Starting materials: C(CCCCCCCCC)=O (1-decanal), Cl (hydrochloric acid), Cl.FC(OC1=CC=C(C=C1)NC(=N)NC(=N)N)(F)F (N1-(4-trifluoromethoxyphenyl)-biguanide hydrochloride). The solvent is C(C)O (ethanol). The product is Cl.NC=1N(C(N=C(N1)N)CCCCCCCCC)C1=CC=C(C=C1)OC(F)(F)F (2,4-Diamino-1,6-dihydro-6-nonyl-1-(4′-trifluoromethoxyphenyl)-1,3,5-triazine hydrochloride). RXN SMILES: [CH:1](=O)[CH2:2][CH2:3][CH2:4][CH2:5][CH2:6][CH2:7][CH2:8][CH2:9][CH3:10].[ClH:12].Cl.[F:14][C:15]([F:31])([F:30])[O:16][C:17]1[CH:22]=[CH:21][C:20]([NH:23][C:24]([NH:26][C:27]([NH2:29])=[NH:28])=[NH:25])=[CH:19][CH:18]=1>C(O)C>[ClH:12].[NH2:25][C:24]1[N:23]([C:20]2[CH:19]=[CH:18][C:17]([O:16][C:15]([F:14])([F:30])[F:31])=[CH:22][CH:21]=2)[CH:1]([CH2:2][CH2:3][CH2:4][CH2:5][CH2:6][CH2:7][CH2:8][CH2:9][CH3:10])[N:28]=[C:27]([NH2:29])[N:26]=1 |f:2.3,5.6|. Procedure details: 100 ml of ethanol, 4.7 ml (25.1 mmol) of 1-decanal and 0.7 ml of concentrated hydrochloric acid were added to 5.0 g (16.8 mmol) of N1-(4-trifluoromethoxyphenyl)-biguanide hydrochloride, and the mixture was refluxed for 16 hours. The solvent was distilled off under reduced pressure, and the residue was purified by silica gel column chromatography (elution with a mixture of chloroform and methanol (8:1.5)), and recrystallized from 80% ethanol to obtain 1.1 g of colorless crystals having a melting ...